This data is from the Open Reaction Database (ORD), a public repository of structured organic reaction records. The task is: describe an organic reaction: reactants, conditions, products, and yield Reactants: C(C)N(C(C)C)C(C)C (ethyldiisopropylamine), F[B-](F)(F)F.C[O+](C)C (trimethyloxonium tetrafluoroborate), F[B-](F)(F)F.C[O+](C)C (trimethyloxonium tetrafluoroborate), C(C)(=O)N1C(C(C2=CC=C(C=C12)Cl)=C(C1=CC(=CC=C1)I)O)=O (1-acetyl-3-[1-hydroxy-1-(3-iodophenyl)methylene]-6-chloro-2-indolinone), C(C)(=O)N1C(C(C2=CC=C(C=C12)Cl)=C(C1=CC(=CC=C1)I)O)=O (1-acetyl-3-[1-hydroxy-1-(3-iodophenyl)methylene]-6-chloro-2-indolinone), C(C)N(C(C)C)C(C)C (ethyldiisopropylamine). The solvent is ClCCl (dichloromethane). Conditions: time 1 hour. Product: C(C)(=O)N1C(C(C2=CC=C(C=C12)Cl)=C(C1=CC(=CC=C1)I)OC)=O (1-acetyl-3-[1-methoxy-1-(3-iodophenyl)methylene]-6-chloro-2-indolinone). Reaction SMILES: F[B-](F)(F)F.[CH3:6][O+](C)C.[C:10]([N:13]1[C:21]2[C:16](=[CH:17][CH:18]=[C:19]([Cl:22])[CH:20]=2)[C:15](=[C:23]([OH:31])[C:24]2[CH:29]=[CH:28][CH:27]=[C:26]([I:30])[CH:25]=2)[C:14]1=[O:32])(=[O:12])[CH3:11].C(N(C(C)C)C(C)C)C>ClCCl>[C:10]([N:13]1[C:21]2[C:16](=[CH:17][CH:18]=[C:19]([Cl:22])[CH:20]=2)[C:15](=[C:23]([O:31][CH3:6])[C:24]2[CH:29]=[CH:28][CH:27]=[C:26]([I:30])[CH:25]=2)[C:14]1=[O:32])(=[O:12])[CH3:11] |f:0.1|. Procedure details: A little at a time, 2.36 g of trimethyloxonium tetrafluoroborate are added to a solution of 3.52 g of 1-acetyl-3-[1-hydroxy-1-(3-iodophenyl)methylene]-6-chloro-2-indolinone (starting material VI) and 2.72 ml of ethyldiisopropylamine in 80 ml of dichloromethane, and the mixture is stirred at room temperature for one hour. Another 1.4 ml of ethyldiisopropylamine and 1.2 g of trimethyloxonium tetrafluoroborate are added, and the mixture is stirred at room temperature for another two hours. The mixt... Reactants: C=O (paraformaldehyde), 1-(4-(S)-Methyl-7,8-oxido-8-methylnonyl)-3,7-dimethylxanthine, [Cl-].[NH4+] (ammonium chloride), 2548S, [Mg] (magnesium), II (iodine), C(C[C@@H](C)CCC=C(C)C)Br ((S)-citronellyl bromide). The solvent is O1CCCC1 (tetrahydrofuran), O1CCCC1 (tetrahydrofuran), O1CCCC1 (tetrahydrofuran). Run at time 30 minute. Yields the product C[C@H](CCCO)CCC=C(C)C (4-(S)-methyl-8-methylnon-7-enyl alcohol). Isolated yield 83.7%. Reaction SMILES: [Mg].II.[CH2:4](Br)[CH2:5][C@H:6]([CH2:8][CH2:9][CH:10]=[C:11]([CH3:13])[CH3:12])[CH3:7].[CH2:15]=[O:16].[Cl-].[NH4+]>O1CCCC1>[CH3:7][C@@H:6]([CH2:8][CH2:9][CH:10]=[C:11]([CH3:13])[CH3:12])[CH2:5][CH2:4][CH2:15][OH:16] |f:4.5|. Procedure: This example illustrates a synthesis of 1-(4-(S)-Methyl-7,8-oxido-8-methylnonyl)-3,7-dimethylxanthine (inventive compound no. 2548S). To a suspension of magnesium (2.74 g, 140 mmol) and a crystal of iodine in tetrahydrofuran (15 mL) was added (S)-citronellyl bromide (5.0 g, 22.8 mmol) in tetrahydrofuran (10 mL) over 30 minutes and the reaction stirred for a further 30 minutes after the addition was complete. The solution was added via a canula over 5 minutes to a suspension of paraformaldehyde (... Reactants: CN1C(=NC=2C=CC=NC21)N2CCN(CC2)C(=O)OC(C)(C)C (tert.butyl 4-(3-methyl-3H-imidazo[4,5]pyridin-2-yl)-piperazin-1-carboxylate), FC(C(=O)O)(F)F (trifluoroacetic acid), C([O-])([O-])=O.[Na+].[Na+] (sodium carbonate). Run in ClCCl (dichloromethane). The product is CN1C(=NC=2C=CC=NC21)N2CCNCC2 (3-methyl-2-piperazin-1-yl-3H-imidazo[4,5]pyridine). Reaction SMILES: [CH3:1][N:2]1[C:10]2[N:9]=[CH:8][CH:7]=[CH:6][C:5]=2[N:4]=[C:3]1[N:11]1[CH2:16][CH2:15][N:14](C(OC(C)(C)C)=O)[CH2:13][CH2:12]1.FC(F)(F)C(O)=O.C(=O)([O-])[O-].[Na+].[Na+]>ClCCl>[CH3:1][N:2]1[C:10]2[N:9]=[CH:8][CH:7]=[CH:6][C:5]=2[N:4]=[C:3]1[N:11]1[CH2:12][CH2:13][NH:14][CH2:15][CH2:16]1 |f:2.3.4|. Procedure details: A solution of 2.74 g (8.63 mmol) of tert.butyl 4-(3-methyl-3H-imidazo[4,5]pyridin-2-yl)-piperazin-1-carboxylate and 3.5 ml of trifluoroacetic acid in 50 ml of dichloromethane is stirred for 14 hours while refluxing. Dilute sodium carbonate is added cautiously, the organic phase is separated off and the aqueous phase is extracted with dichloromethane. The combined organic phases are dried over sodium sulphate.